Task: describe an organic reaction: reactants, conditions, products, and yield. Dataset: the Open Reaction Database (ORD), a public repository of structured organic reaction records Reactants: CCOC(=O)C(Cc1cccnc1)(NC(C)=O)C(=O)OCC, CCO, CCOC(C)=O, Cl, [Na+], [OH-]. The product is CCOC(=O)C(Cc1cccnc1)NC(C)=O. As a reaction SMILES: [C:3]([CH3:4])(=[O:5])[NH:6][C:7]([C:8](=[O:9])[O:10][CH2:11][CH3:12])([C:13]([O:14][CH2:15][CH3:16])=[O:17])[CH2:18][c:19]1[cH:20][n:21][cH:22][cH:23][cH:24]1.[CH3:26][CH2:27][OH:28].[CH3:29][CH2:30][O:31][C:32](=[O:33])[CH3:34].[ClH:25].[Na+:2].[OH-:1]>>[C:3]([CH3:4])(=[O:5])[NH:6][CH:7]([C:8](=[O:9])[O:10][CH2:11][CH3:12])[CH2:18][c:19]1[cH:20][n:21][cH:22][cH:23][cH:24]1. Reactants: CC(=O)N1CCC(OCCO)CC1, CCOC(=O)N=NC(=O)OCC, C1CCOC1, NC(=O)c1ccc(O)cc1, c1ccc(P(c2ccccc2)c2ccccc2)cc1. Yields the product CC(=O)N1CCC(OCCOc2ccc(C(N)=O)cc2)CC1. RXN SMILES: [C:1]([CH3:2])(=[O:3])[N:4]1[CH2:5][CH2:6][CH:7]([O:10][CH2:11][CH2:12][OH:13])[CH2:8][CH2:9]1.[O:24]=[C:25]([O:26][CH2:27][CH3:28])[N:29]=[N:30][C:31]([O:32][CH2:33][CH3:34])=[O:35].[O:55]1[CH2:56][CH2:57][CH2:58][CH2:59]1.[OH:14][c:15]1[cH:16][cH:17][c:18]([C:19](=[O:20])[NH2:21])[cH:22][cH:23]1.[c:36]1([P:37]([c:38]2[cH:39][cH:40][cH:41][cH:42][cH:43]2)[c:44]2[cH:45][cH:46][cH:47][cH:48][cH:49]2)[cH:50][cH:51][cH:52][cH:53][cH:54]1>>[C:1]([CH3:2])(=[O:3])[N:4]1[CH2:5][CH2:6][CH:7]([O:10][CH2:11][CH2:12][O:13][c:15]2[cH:16][cH:17][c:18]([C:19](=[O:20])[NH2:21])[cH:22][cH:23]2)[CH2:8][CH2:9]1. Starting materials: OC1=CC=C(C=C1)C1CC(NC(C1)(C)C)(C)C (4(4'-hydroxyphenyl)-2,2,6,6-tetramethylpiperidine), Cl (hydrochloric acid). Solvent: CO (methanol). Product: Cl.OC1=CC=C(C=C1)C1CC(NC(C1)(C)C)(C)C (4(4'-hydroxyphenyl)-2,2,6,6-tetramethylpiperidine hydrochloride). Reaction SMILES: [OH:1][C:2]1[CH:7]=[CH:6][C:5]([CH:8]2[CH2:13][C:12]([CH3:15])([CH3:14])[NH:11][C:10]([CH3:17])([CH3:16])[CH2:9]2)=[CH:4][CH:3]=1.[ClH:18]>CO>[ClH:18].[OH:1][C:2]1[CH:7]=[CH:6][C:5]([CH:8]2[CH2:9][C:10]([CH3:17])([CH3:16])[NH:11][C:12]([CH3:15])([CH3:14])[CH2:13]2)=[CH:4][CH:3]=1 |f:3.4|. Reported procedure: 6 Parts of 4(4'-hydroxyphenyl)-2,2,6,6-tetramethylpiperidine were dissolved in methanol and treated with excess concentrated hydrochloric acid. The solution was warmed at 50° for 15 minutes and then evaporated to dryness under reduced pressure. The solid residue was crystallised from a chloroform -methanol-petroleum (b.p. 60°-80° C.) mixture to afford 6.0 parts of the desired product melting at > 300° and having the following elemental analysis. The reactants are BrC1=CC=C(C=C1)SC (1-bromo-4-(methylthio)benzene), N1C=CC2=CC=C(C=C12)C(=O)OC (methyl 1H-indole-6-carboxylate). Product: CSC1=CC=C(C=C1)N1C=CC2=CC=C(C=C12)C(=O)OC (methyl 1-[4-(methylthio)phenyl]-1H-indole-6-carboxylate). Yield: 47.0%. As a reaction SMILES: Br[C:2]1[CH:7]=[CH:6][C:5]([S:8][CH3:9])=[CH:4][CH:3]=1.[NH:10]1[C:18]2[C:13](=[CH:14][CH:15]=[C:16]([C:19]([O:21][CH3:22])=[O:20])[CH:17]=2)[CH:12]=[CH:11]1>>[CH3:9][S:8][C:5]1[CH:6]=[CH:7][C:2]([N:10]2[C:18]3[C:13](=[CH:14][CH:15]=[C:16]([C:19]([O:21][CH3:22])=[O:20])[CH:17]=3)[CH:12]=[CH:11]2)=[CH:3][CH:4]=1. Procedure: In the same manner as in Reference Example 89 and using 1-bromo-4-(methylthio)benzene instead of methyl 2-chloroisonicotinate and methyl 1H-indole-6-carboxylate instead of 2-aminopyridine, the title compound (yield 47%) was obtained as colorless crystals. Run at time 40 minute. Solvent: CN1C(CCC1)=O (N-methylpyrrolidinone), C(Cl)Cl (methylene chloride), C(Cl)Cl (methylene chloride). Yield: 60.6%. Procedure details: (4Z)-6-Iodo-4-{[(4-piperazin-1-ylphenyl)amino]methylene}isoquinoline-1,3(2H,4H)-dione (47.4 mg, 0.1 mmol) is dissolved in N-methylpyrrolidinone (1 mL) and methylene chloride (0.3 mL), followed by addition of sodium triacetoxyborohydride (244 mg, 1.15 mmol), cyclobutanone (0.195 mL, 2.58 mmol) and acetic acid (0.15 mL, 2.6 mmol). After stirring at room temperature for 40 min, methylene chloride and saturated sodium bicarbonate solution were added. The organic layer is separated and dried to give ... Starting materials: IC=1C=C2/C(/C(NC(C2=CC1)=O)=O)=C/NC1=CC=C(C=C1)N1CCNCC1 ((4Z)-6-Iodo-4-{[(4-piperazin-1-ylphenyl)amino]methylene}isoquinoline-1,3(2H,4H)-dione), C(C)(=O)O[BH-](OC(C)=O)OC(C)=O.[Na+] (sodium triacetoxyborohydride), C1(CCC1)=O (cyclobutanone), C(C)(=O)O (acetic acid), C([O-])(O)=O.[Na+] (sodium bicarbonate). Reaction SMILES: [I:1][C:2]1[CH:3]=[C:4]2[C:9](=[CH:10][CH:11]=1)[C:8](=[O:12])[NH:7][C:6](=[O:13])/[C:5]/2=[CH:14]\[NH:15][C:16]1[CH:21]=[CH:20][C:19]([N:22]2[CH2:27][CH2:26][NH:25][CH2:24][CH2:23]2)=[CH:18][CH:17]=1.C(O[BH-](OC(=O)C)OC(=O)C)(=O)C.[Na+].[C:42]1(=O)[CH2:45][CH2:44][CH2:43]1.C(O)(=O)C.C(=O)(O)[O-].[Na+]>CN1CCCC1=O.C(Cl)Cl>[CH:42]1([N:25]2[CH2:24][CH2:23][N:22]([C:19]3[CH:18]=[CH:17][C:16]([NH:15]/[CH:14]=[C:5]4\[C:6](=[O:13])[NH:7][C:8](=[O:12])[C:9]5[C:4]\4=[CH:3][C:2]([I:1])=[CH:11][CH:10]=5)=[CH:21][CH:20]=3)[CH2:27][CH2:26]2)[CH2:45][CH2:44][CH2:43]1 |f:1.2,5.6|. The product is C1(CCC1)N1CCN(CC1)C1=CC=C(C=C1)N\C=C\1/C(NC(C2=CC=C(C=C12)I)=O)=O ((4Z)-4-({[4-(4-Cyclobutylpiperazin-1-yl)phenyl]amino}methylene)-6-iodoisoquinoline-1,3(2H,4H)-dione).